This data is from the Open Reaction Database (ORD), a public repository of structured organic reaction records. The task is: describe an organic reaction: reactants, conditions, products, and yield Reactants: CO.C(Cl)Cl (MeOH DCM), NC1=C2N=C(N(C2=NC=N1)C1=CC=C(C[C@H](NC(=O)OC(C)(C)C)C(=O)OC2CCCC2)C=C1)SC1=CC2=C(OCO2)C=C1Br (cyclopentyl 4-{6-amino-8-[(6-bromo-1,3-benzodioxol-5-yl)thio]-9H-purin-9-yl}-N-(tert-butoxycarbonyl)-L-phenylalaninate), C(=O)(C(F)(F)F)O (TFA). Run in C(Cl)Cl (DCM). Product: NC1=C2N=C(N(C2=NC=N1)C1=CC=C(C[C@H](N)C(=O)OC2CCCC2)C=C1)SC1=CC2=C(OCO2)C=C1Br (Cyclopentyl 4-{6-amino-8-[(6-bromo-1,3-benzodioxol-5-yl)thio]-9H-purin-9-yl}-L-phenylalaninate). Yield: 53.1%. As a reaction SMILES: [NH2:1][C:2]1[N:10]=[CH:9][N:8]=[C:7]2[C:3]=1[N:4]=[C:5]([S:35][C:36]1[C:44]([Br:45])=[CH:43][C:39]3[O:40][CH2:41][O:42][C:38]=3[CH:37]=1)[N:6]2[C:11]1[CH:34]=[CH:33][C:14]([CH2:15][C@@H:16]([C:25]([O:27][CH:28]2[CH2:32][CH2:31][CH2:30][CH2:29]2)=[O:26])[NH:17]C(OC(C)(C)C)=O)=[CH:13][CH:12]=1.C(O)(C(F)(F)F)=O.CO.C(Cl)Cl>C(Cl)Cl>[NH2:1][C:2]1[N:10]=[CH:9][N:8]=[C:7]2[C:3]=1[N:4]=[C:5]([S:35][C:36]1[C:44]([Br:45])=[CH:43][C:39]3[O:40][CH2:41][O:42][C:38]=3[CH:37]=1)[N:6]2[C:11]1[CH:12]=[CH:13][C:14]([CH2:15][C@@H:16]([C:25]([O:27][CH:28]2[CH2:32][CH2:31][CH2:30][CH2:29]2)=[O:26])[NH2:17])=[CH:33][CH:34]=1 |f:2.3|. Procedure: A solution of cyclopentyl 4-{6-amino-8-[(6-bromo-1,3-benzodioxol-5-yl)thio]-9H-purin-9-yl}-N-(tert-butoxycarbonyl)-L-phenylalaninate (44 mg, 0.063 mmol) in TFA (250 μl, 3.24 mmol) and DCM (1 ml) was stirred at room temp for 2 h. Chromatography (silica gel, 2-5% MeOH/DCM) afforded the title compound (20 mg) as a pale yellow solid. m/z 597 (M+H)+. 1H NMR (400 MHz, CHCl3-d) d: 8.28 (1H, s), 7.32-7.40 (4H, m), 7.03 (1H, s), 6.93 (1H, s), 6.00 (1H, s), 5.53 (2H, s), 5.20 (1H, m), 3.71 (1H, dd, J=7.8,...